This data is from the Open Reaction Database (ORD), a public repository of structured organic reaction records. The task is: describe an organic reaction: reactants, conditions, products, and yield Starting materials: FC1=C(C=2CCC(C2C=C1)CN1CCNCC1)C#N (5-Fluoro-1-(piperazin-1-ylmethyl)-2,3-dihydro-1H-indene-4-carbonitrile), CC1=C(C=CC=2C(OCC21)=O)C2OC2 (4-methyl-5-oxiran-2-yl-2-benzofuran-1(3H)-one). Solvent: CCO (EtOH). Reaction conditions: temperature 120 celsius. The product is FC1=C(C=2CCC(C2C=C1)CN1CCN(CC1)CC(C1=C(C2=C(C(OC2)=O)C=C1)C)O)C#N (5-fluoro-1-({4-[2-hydroxy-2-(4-methyl-1-oxo-1,3-dihydro-2-benzofuran-5-yl)ethyl]piperazin-1-yl}methyl)-2,3-dihydro-1H-indene-4-carbonitrile). Reaction SMILES: [F:1][C:2]1[CH:10]=[CH:9][C:8]2[CH:7]([CH2:11][N:12]3[CH2:17][CH2:16][NH:15][CH2:14][CH2:13]3)[CH2:6][CH2:5][C:4]=2[C:3]=1[C:18]#[N:19].[CH3:20][C:21]1[C:29]2[CH2:28][O:27][C:26](=[O:30])[C:25]=2[CH:24]=[CH:23][C:22]=1[CH:31]1[CH2:33][O:32]1>CCO>[F:1][C:2]1[CH:10]=[CH:9][C:8]2[CH:7]([CH2:11][N:12]3[CH2:13][CH2:14][N:15]([CH2:33][CH:31]([OH:32])[C:22]4[CH:23]=[CH:24][C:25]5[C:26](=[O:30])[O:27][CH2:28][C:29]=5[C:21]=4[CH3:20])[CH2:16][CH2:17]3)[CH2:6][CH2:5][C:4]=2[C:3]=1[C:18]#[N:19]. Procedure: 5-Fluoro-1-(piperazin-1-ylmethyl)-2,3-dihydro-1H-indene-4-carbonitrile (60 mg, 0.23 mmol), 4-methyl-5-oxiran-2-yl-2-benzofuran-1(3H)-one (88 mg, 0.46 mmol), were added to a 5 mL microwave tube containing a stir bar; to the mixture was added EtOH (2.5 mL). The tube was capped, degassed and purged with N2. It was then placed in a microwave reactor and heated at 120° C. for 1 hour; LC indicated formation of some desired product. The tube was again placed in a microwave reactor and heated again at 1... Reactants: C(=O)([O-])[O-].[K+].[K+] (K2CO3), Cl.N[C@@H]1CC[C@H](CC1)O (trans-4-aminocyclohexanol hydrochloride), C(=O)(OCC)N1C(C=2C(C1=O)=CC=CC2)=O (N-carbethoxy phthalimide). Run in O (water). Run at time 1 hour. Yields the product OC1CCC(CC1)N1C(C2=CC=CC=C2C1=O)=O (2-(4-hydroxy-cyclohexyl)-isoindole-1,3-dione). Isolated yield 82.4%. Reaction SMILES: C([O-])([O-])=O.[K+].[K+].Cl.[NH2:8][C@H:9]1[CH2:14][CH2:13][C@H:12]([OH:15])[CH2:11][CH2:10]1.C(N1[C:25](=[O:26])[C:24]2=[CH:27][CH:28]=[CH:29][CH:30]=[C:23]2[C:22]1=[O:31])(OCC)=O>O>[OH:15][CH:12]1[CH2:13][CH2:14][CH:9]([N:8]2[C:25](=[O:26])[C:24]3[C:23](=[CH:30][CH:29]=[CH:28][CH:27]=3)[C:22]2=[O:31])[CH2:10][CH2:11]1 |f:0.1.2,3.4|. Procedure: K2CO3 (19.4 g, 140.6 mmol) was added to a solution of trans-4-aminocyclohexanol hydrochloride (9.0 g, 59.35 mmol) in water (150 mL) followed by N-carbethoxy phthalimide (18.8 g, 85.96 mmol). A white precipitate was formed immediately. Stirring continued at RT for 1 h. The precipitate was filtered off, washed with water and dried to afford 12 g (84%) of 2-(4-hydroxy-cyclohexyl)-isoindole-1,3-dione.